This data is from the Open Reaction Database (ORD), a public repository of structured organic reaction records. The task is: describe an organic reaction: reactants, conditions, products, and yield RXN SMILES: [CH2:1]([CH3:2])[O:3][c:4]1[cH:5][c:6]([N:13]2[CH2:14][CH2:15][NH:16][CH2:17][CH2:18]2)[cH:7][cH:8][c:9]1[N+:10](=[O:11])[O-:12].[I:19][CH2:20][CH2:21][CH3:22].[O:23]1[CH2:24][CH2:25][O:26][CH2:27][CH2:28]1>>[CH2:1]([CH3:2])[O:3][c:4]1[cH:5][c:6]([N:13]2[CH2:14][CH2:15][N:16]([CH2:20][CH2:21][CH3:22])[CH2:17][CH2:18]2)[cH:7][cH:8][c:9]1[N+:10](=[O:11])[O-:12]. The reactants are CCOc1cc(N2CCNCC2)ccc1[N+](=O)[O-], CCCI, C1COCCO1. Yields the product CCCN1CCN(c2ccc([N+](=O)[O-])c(OCC)c2)CC1. The reactants are ClC1=C(C=C(C=C1)OC)[N+](=O)[O-] (4-chloro-3-nitroanisol), C1(=CC=CC=C1)NC(C)=O (N-phenylacetamide). Product: COC1=CC2=C(N(C(=N2)C)C2=CC=CC=C2)C=C1 (5-Methoxy-2-methyl-1-phenyl-1H-benzimidazole). RXN SMILES: Cl[C:2]1[CH:7]=[CH:6][C:5]([O:8][CH3:9])=[CH:4][C:3]=1[N+:10]([O-])=O.[C:13]1([NH:19][C:20](=O)[CH3:21])[CH:18]=[CH:17][CH:16]=[CH:15][CH:14]=1>>[CH3:9][O:8][C:5]1[CH:6]=[CH:7][C:2]2[N:19]([C:13]3[CH:18]=[CH:17][CH:16]=[CH:15][CH:14]=3)[C:20]([CH3:21])=[N:10][C:3]=2[CH:4]=1. Procedure: Method A applied to 4-chloro-3-nitroanisol (84 mg, 0.5 mmol) and N-phenylacetamide (81 mg, 0.6 mmol) yielded the title compound as a pale yellow solid. mp 88-90° C. 1H NMR (DMSO) δ 2.61 (s, 3H), 3.88 (s, 3H), 7.07 (d, J=8.9Hz, 1H), 7.25 (d, J=8.9 Hz, 1H), 7.38 (br s, 1H), 7.65-7.73 (m, 5H); 13C NMR δ 12.5, 55.9, 97.7, 112.6, 114.7, 126.9, 127.8, 130.2, 130.3, 132.8, 133.1, 151.2, 157.6, 157.8. HRMS (FAB): cal. for C15H15N2O [M+H+]: 239.1184; found: 239.1180.